The task is: describe an organic reaction: reactants, conditions, products, and yield. This data is from the Open Reaction Database (ORD), a public repository of structured organic reaction records. The reactants are COC1=CC2=C(OC=C2)C=C1CCOCCN(CCO)C (2-[[2-(2-(5-methoxybenzo[b]furan-6-yl)ethoxy]ethyl}-(methyl)amino]-1-ethanol), Cl (hydrochloric acid). Run in O (water). Product: Cl.COC1=CC2=C(OC=C2)C=C1CCOCCN(CCO)C (2-[{2-[2-(5-methoxybenzo[b]furan-6-yl)ethoxy]-ethyl}(methyl)amino]-1-ethanol hydrochloride). As a reaction SMILES: [CH3:1][O:2][C:3]1[C:11]([CH2:12][CH2:13][O:14][CH2:15][CH2:16][N:17]([CH3:21])[CH2:18][CH2:19][OH:20])=[CH:10][C:6]2[O:7][CH:8]=[CH:9][C:5]=2[CH:4]=1.[ClH:22]>O>[ClH:22].[CH3:1][O:2][C:3]1[C:11]([CH2:12][CH2:13][O:14][CH2:15][CH2:16][N:17]([CH3:21])[CH2:18][CH2:19][OH:20])=[CH:10][C:6]2[O:7][CH:8]=[CH:9][C:5]=2[CH:4]=1 |f:3.4|. Reported procedure: In a mixture of 0.21 mL of 6 mol/L hydrochloric acid and 1 mL of water is dissolved 0.37 g of 2-[[2-(2-(5-methoxybenzo[b]furan-6-yl)ethoxy]ethyl}-(methyl)amino]-1-ethanol. The resulting solution is frozen and water is distilled off therefrom under reduced pressure. Thus, 0.40 g of 2-[{2-[2-(5-methoxybenzo[b]furan-6-yl)ethoxy]-ethyl}(methyl)amino]-1-ethanol hydrochloride is obtained as an oily product. Reactants: C(C)(C)(C)OC([C@@H](N)CC(=O)OC(C)(C)C)=O (L-aspartic acid di-tert-butyl ester), C(=O)(N1C=NC=C1)N1C=NC=C1 (1,1′-carbonyldiimidazole). The solvent is CN(C=O)C (N,N-dimethylformamide). Conditions: time 8 hour. The product is C(C)(C)(C)OC([C@@H](NC(=O)N1C=NC=C1)CC(=O)OC(C)(C)C)=O (N-(1H-imidazol-1-ylcarbonyl)-L-aspartic acid di-tert-butyl ester). Isolated yield 70.0%. RXN SMILES: [C:1]([O:5][C:6](=[O:17])[C@H:7]([CH2:9][C:10]([O:12][C:13]([CH3:16])([CH3:15])[CH3:14])=[O:11])[NH2:8])([CH3:4])([CH3:3])[CH3:2].[C:18](N1C=CN=C1)([N:20]1[CH:24]=[CH:23][N:22]=[CH:21]1)=[O:19]>CN(C)C=O>[C:1]([O:5][C:6](=[O:17])[C@H:7]([CH2:9][C:10]([O:12][C:13]([CH3:16])([CH3:15])[CH3:14])=[O:11])[NH:8][C:18]([N:20]1[CH:24]=[CH:23][N:22]=[CH:21]1)=[O:19])([CH3:3])([CH3:4])[CH3:2]. Procedure details: L-aspartic acid di-tert-butyl ester (0.84 g, 3.0 mmol) and 1,1′-carbonyldiimidazole (2.4 g, 15 mmol) were dissolved in N,N-dimethylformamide (10 ml), and the mixture was stirred at room temperature overnight. The reaction mixture was concentrated under reduced pressure, ethyl acetate was added, and the mixture was washed with 1N hydrochloric acid (15 mL) and saturated brine. After drying over anhydrous magnesium sulfate, the solvent was evaporated under reduced pressure, and the residue was puri... Starting materials: II, 4-OCH2C6H5, ClC=1C=CC(=C(C(=O)O)C1)NC1=CC=C(C=C1)OCC1=CC=CC=C1 (5-chloro-2-(4-benzyloxyphenylamino)benzoic acid), C[Li] (methyllithium), ClC=1C=CC(=C(C(=O)O)C1)NC1=CC=C(C=C1)OCC1=CC=CC=C1 (5-Chloro-2-(4-benzyloxyphenylamino)benzoic acid). Product: C(C1=CC=CC=C1)OC1=CC=C(C=C1)NC1=C(C=C(C=C1)Cl)C(C)=O (1-[2-(4-Benzyloxyphenylamino)-5-chlorophenyl]ethanone). Yield: 80.0%. Reaction SMILES: [Cl:1][C:2]1[CH:3]=[CH:4][C:5]([NH:11][C:12]2[CH:17]=[CH:16][C:15]([O:18][CH2:19][C:20]3[CH:25]=[CH:24][CH:23]=[CH:22][CH:21]=3)=[CH:14][CH:13]=2)=[C:6]([CH:10]=1)[C:7](O)=[O:8].[CH3:26][Li]>>[CH2:19]([O:18][C:15]1[CH:14]=[CH:13][C:12]([NH:11][C:5]2[CH:4]=[CH:3][C:2]([Cl:1])=[CH:10][C:6]=2[C:7](=[O:8])[CH3:26])=[CH:17][CH:16]=1)[C:20]1[CH:21]=[CH:22][CH:23]=[CH:24][CH:25]=1. Reported procedure: [II; R=5-Cl, R' and R"=H, OR°=4-OCH2C6H5, Alk=CH3 ] was prepared from 5-chloro-2-(4-benzyloxyphenylamino)benzoic acid and methyllithium according to the procedure of Example 1, part (a), and obtained in about 80% yield as a yellow solid, m.p. 74°-75° C. when recrystallized from cyclohexane. Reactants: CN(C=CC(=O)C=1C=C(C=CC1)NC(=O)C1CC1)C (N-[3-[3-(dimethylamino)-1-oxo-2-propenyl]phenyl]cyclopropanecarboxamide), [H-].[Na+] (sodium hydride), CI (methyl iodide). The solvent is CN(C=O)C (dimethylformamide), CN(C=O)C (dimethylformamide). Reaction conditions: time 1 hour. Yields the product CN(C=CC(=O)C=1C=C(C=CC1)N(C(=O)C1CC1)C)C (N-[3-[3-(Dimethylamino)-1-oxo-2-propenyl]phenyl]-N-methylcyclopropanecarboxamide). Isolated yield 654.4%. As a reaction SMILES: [CH3:1][N:2]([CH3:19])[CH:3]=[CH:4][C:5]([C:7]1[CH:8]=[C:9]([NH:13][C:14]([CH:16]2[CH2:18][CH2:17]2)=[O:15])[CH:10]=[CH:11][CH:12]=1)=[O:6].[H-].[Na+].[CH3:22]I>CN(C)C=O>[CH3:19][N:2]([CH3:1])[CH:3]=[CH:4][C:5]([C:7]1[CH:8]=[C:9]([N:13]([CH3:22])[C:14]([CH:16]2[CH2:17][CH2:18]2)=[O:15])[CH:10]=[CH:11][CH:12]=1)=[O:6] |f:1.2|. Procedure details: A mixture of 10.33 g of N-[3-[3-(dimethylamino)-1-oxo-2-propenyl]phenyl]cyclopropanecarboxamide and 1.92 g of 60% sodium hydride in oil in 50 ml of dimethylformamide was stirred for one hour under argon, then cooled in an ice bath. A solution of 0.81 g of methyl iodide in 10 ml of dimethylformamide was added dropwise. The mixture was then stirred at room temperature for 0.5 hour and extracted three times with hexane. The mixture was diluted with water and this mixture extracted with dichlorometh... Starting materials: COC(=O)c1cc(C#N)ccc1OC, C1COCCO1, Cl, [Na+], [OH-]. The product is COc1ccc(C#N)cc1C(=O)O. RXN SMILES: [C:1](#[N:2])[c:3]1[cH:4][cH:5][c:6]([O:13][CH3:14])[c:7]([C:8](=[O:9])[O:10][CH3:11])[cH:12]1.[CH2:18]1[O:19][CH2:20][CH2:21][O:22][CH2:23]1.[ClH:17].[Na+:16].[OH-:15]>>[C:1](#[N:2])[c:3]1[cH:4][cH:5][c:6]([O:13][CH3:14])[c:7]([C:8](=[O:9])[OH:10])[cH:12]1. Reactants: C1CCOC1, Nc1cccc(-c2nn3cccc(F)c3c2-c2ccnc(Cl)n2)c1, [Na+], O=C([O-])O, O=C(Cl)Cc1cccs1. Product: O=C(Cc1cccs1)Nc1cccc(-c2nn3cccc(F)c3c2-c2ccnc(Cl)n2)c1. Reaction SMILES: [CH2:39]1[O:40][CH2:41][CH2:42][CH2:43]1.[Cl:1][c:2]1[n:3][cH:4][cH:5][c:6](-[c:8]2[c:9](-[c:18]3[cH:19][c:20]([NH2:21])[cH:22][cH:23][cH:24]3)[n:10][n:11]3[c:12]2[c:13]([F:17])[cH:14][cH:15][cH:16]3)[n:7]1.[Na+:38].[O-:34][C:35]([OH:36])=[O:37].[s:25]1[c:26]([CH2:30][C:31](=[O:32])[Cl:33])[cH:27][cH:28][cH:29]1>>[Cl:1][c:2]1[n:3][cH:4][cH:5][c:6](-[c:8]2[c:9](-[c:18]3[cH:19][c:20]([NH:21][C:31]([CH2:30][c:26]4[s:25][cH:29][cH:28][cH:27]4)=[O:32])[cH:22][cH:23][cH:24]3)[n:10][n:11]3[c:12]2[c:13]([F:17])[cH:14][cH:15][cH:16]3)[n:7]1. Solvent: CC(=O)C (acetone). Isolated yield 27.2%. RXN SMILES: [Cl:1][C:2]1[CH:7]=[CH:6][CH:5]=[CH:4][C:3]=1[CH:8]1[C:13]([C:14]([O:16][CH2:17][CH3:18])=[O:15])=[C:12]([CH:19](OCC)[O:20]CC)[NH:11][CH:10]=[C:9]1[C:26]([O:28][CH3:29])=[O:27].Cl>CC(C)=O>[Cl:1][C:2]1[CH:7]=[CH:6][CH:5]=[CH:4][C:3]=1[CH:8]1[C:13]([C:14]([O:16][CH2:17][CH3:18])=[O:15])=[C:12]([CH:19]=[O:20])[NH:11][CH:10]=[C:9]1[C:26]([O:28][CH3:29])=[O:27]. Starting materials: Cl (hydrochloric acid), ClC1=C(C=CC=C1)C1C(=CNC(=C1C(=O)OCC)C(OCC)OCC)C(=O)OC (methyl 4-(2-chlorophenyl)-5-ethoxycarbonyl-6-diethoxymethyl-1,4-dihydropyridine-3-carboxylate), resultant mixture. The product is ClC1=C(C=CC=C1)C1C(=CNC(=C1C(=O)OCC)C=O)C(=O)OC (methyl 4-(2-chlorophenyl)-5-ethoxycarbonyl-6-formyl-1,4-dihydropyridine-3-carboxylate). Procedure: To a mixture of a yellow oil (360 mg) of methyl 4-(2-chlorophenyl)-5-ethoxycarbonyl-6-diethoxymethyl-1,4-dihydropyridine-3-carboxylate in acetone (10 ml) was added 6N hydrochloric acid (0.3 ml) and the resultant mixture was stirred for 1.5 hours at room temperaature, and the acetone was removed. Water was added to the residue and the mixture was extracted with ethyl acetate. The ethyl acetate layer was washed with water, dried and concentrated. The resultant orange oil (0.26 g) was crystallized ... Starting materials: C1(=CC=CC=C1)OC1=CC=CC=C1 (phenylether), C1(=CC=CC=C1)OC1=CC=CC=C1 (diphenylether), C(CCC)[Li] (n-butyllithium), CCCCCC (hexane), CN(C)CCN(C)C (TMEDA), 2,2'-dilithiodiphenylether, C[Si](Cl)(Cl)C (dimethyldichlorosilane). Solvent: O (water), C1CCOC1 (THF), CCOCC (ether), CCOCC (ether). Conditions: time 16 hour. Yields the product C[Si]1(C2=CC=CC=C2OC=2C=CC=CC12)C (10,10-dimethylphenoxasilin). Reaction SMILES: [C:1]1([O:7][C:8]2[CH:13]=[CH:12][CH:11]=[CH:10][CH:9]=2)[CH:6]=[CH:5][CH:4]=[CH:3][CH:2]=1.C([Li])CCC.CCCCCC.CN(CCN(C)C)C.[CH3:33][Si:34]([CH3:37])(Cl)Cl>C1COCC1.CCOCC.O>[CH3:33][Si:34]1([CH3:37])[C:6]2[CH:5]=[CH:4][CH:3]=[CH:2][C:1]=2[O:7][C:8]2[C:9]1=[CH:10][CH:11]=[CH:12][CH:13]=2. Procedure: At room temperature a solution of 8.00 g of diphenylether (47.0 mmol) in 35 ml of THF was added dropwise to a mixture of 41.4 ml of 2.5M n-butyllithium in hexane (103.4 mmol) and 16.7 ml of TMEDA (103.4 mmol). When all phenylether was added, the reaction mixture was stirred for 16 h. The ethereal solution of 2,2'-dilithiodiphenylether and a solution of 5.7 ml of dimethyldichlorosilane (47.0 mmol) in 75 ml of ether were added simultaneously to 40 ml of ether over 1 h. The reaction mixture was sti...